Dataset: the Open Reaction Database (ORD), a public repository of structured organic reaction records. Task: describe an organic reaction: reactants, conditions, products, and yield Starting materials: CC(C)CC(OC(c1ccc(Br)cc1)c1cccs1)C(=O)NCC#N, O=C([O-])[O-], OB(O)c1ccc(N2CCNCC2)cc1, [Na+], [Na+], CN(C)C=O. Yields the product CC(C)CC(OC(c1ccc(-c2ccc(N3CCNCC3)cc2)cc1)c1cccs1)C(=O)NCC#N. RXN SMILES: [Br:1][c:2]1[cH:3][cH:4][c:5]([CH:8]([O:9][CH:10]([C:11](=[O:12])[NH:13][CH2:14][C:15]#[N:16])[CH2:17][CH:18]([CH3:19])[CH3:20])[c:21]2[s:22][cH:23][cH:24][cH:25]2)[cH:6][cH:7]1.[C:41](=[O:42])([O-:43])[O-:44].[N:26]1([c:32]2[cH:33][cH:34][c:35]([B:38]([OH:39])[OH:40])[cH:36][cH:37]2)[CH2:27][CH2:28][NH:29][CH2:30][CH2:31]1.[Na+:45].[Na+:46].[O:47]=[CH:48][N:49]([CH3:50])[CH3:51]>>[c:2]1(-[c:35]2[cH:34][cH:33][c:32]([N:26]3[CH2:27][CH2:28][NH:29][CH2:30][CH2:31]3)[cH:37][cH:36]2)[cH:3][cH:4][c:5]([CH:8]([O:9][CH:10]([C:11](=[O:12])[NH:13][CH2:14][C:15]#[N:16])[CH2:17][CH:18]([CH3:19])[CH3:20])[c:21]2[s:22][cH:23][cH:24][cH:25]2)[cH:6][cH:7]1. Reactants: resin, COC(CCCNC1=NC(=NC(=N1)NCCCC(OC)OC)NCCCC(OC)OC)OC (2,4,6-tris-(4,4-dimethoxybutylamino)-1,3,5-triazine). Run in C(Cl)Cl (methylene chloride), C(Cl)Cl (methylene chloride). Reaction conditions: time 5 minute. Yields the product COC1N(CCC1)C1=NC(=NC(=N1)N1C(CCC1)OC)N1C(CCC1)OC (2,4,6-tris-(2-methoxypyrrolidinyl)-1,3,5-triazine). Yield: 55.3%. As a reaction SMILES: [CH3:1][O:2][CH:3](OC)[CH2:4][CH2:5][CH2:6][NH:7][C:8]1[N:13]=[C:12]([NH:14][CH2:15][CH2:16][CH2:17][CH:18]([O:21][CH3:22])OC)[N:11]=[C:10]([NH:23][CH2:24][CH2:25][CH2:26][CH:27](OC)[O:28][CH3:29])[N:9]=1>C(Cl)Cl>[CH3:29][O:28][CH:27]1[CH2:26][CH2:25][CH2:24][N:23]1[C:10]1[N:11]=[C:12]([N:14]2[CH2:15][CH2:16][CH2:17][CH:18]2[O:21][CH3:22])[N:13]=[C:8]([N:7]2[CH2:6][CH2:5][CH2:4][CH:3]2[O:2][CH3:1])[N:9]=1. Procedure: A mixture of strongly acidic AMBERLYST® 15 ion-exchange resin (6.6 g), a product of Rohm and Haas Company, Philadelphia, Pa., and methylene chloride (20 ml) in a 100 ml flask equipped with a magnetic stirrer, condenser and nitrogen inlet was stirred for 5 minutes and thereafter, the solvent was removed by decanting. A solution of the 2,4,6-tris-(4,4-dimethoxybutylamino)-1,3,5-triazine of Example 1 (6.1 g, 0.0129 mole) in methylene chloride (120 ml) was then added in one portion to the flask and ...